This data is from the Open Reaction Database (ORD), a public repository of structured organic reaction records. The task is: describe an organic reaction: reactants, conditions, products, and yield Starting materials: C=C(C(=O)OCC1=CC=CC=C1)CCC(=O)OCC1=CC=CC=C1 (dibenzyl 2-methylenepentanedioate), C(C1=CC=CC=C1)S (benzylmercaptan). The reagents and catalysts are CN(C1=CC=NC=C1)C (4-dimethylaminopyridine). Run in CC(=O)C (acetone). The product is C(C1=CC=CC=C1)SCC(C(=O)OCC1=CC=CC=C1)CCC(=O)OCC1=CC=CC=C1 (dibenzyl 2-[(benzylsulfanyl)methyl]pentanedioate). Yield: 90.4%. As a reaction SMILES: [CH2:1]=[C:2]([CH2:13][CH2:14][C:15]([O:17][CH2:18][C:19]1[CH:24]=[CH:23][CH:22]=[CH:21][CH:20]=1)=[O:16])[C:3]([O:5][CH2:6][C:7]1[CH:12]=[CH:11][CH:10]=[CH:9][CH:8]=1)=[O:4].[CH2:25]([SH:32])[C:26]1[CH:31]=[CH:30][CH:29]=[CH:28][CH:27]=1>CC(C)=O.CN(C)C1C=CN=CC=1>[CH2:25]([S:32][CH2:1][CH:2]([CH2:13][CH2:14][C:15]([O:17][CH2:18][C:19]1[CH:20]=[CH:21][CH:22]=[CH:23][CH:24]=1)=[O:16])[C:3]([O:5][CH2:6][C:7]1[CH:12]=[CH:11][CH:10]=[CH:9][CH:8]=1)=[O:4])[C:26]1[CH:31]=[CH:30][CH:29]=[CH:28][CH:27]=1. Reported procedure: To a solution of dibenzyl 2-methylenepentanedioate (12.16 g, 37.5 mmol) in acetone (100 ml), was added benzylmercaptan (9.31 g, 75.0 mmol) and 4-dimethylaminopyridine (0.46 g, 3.75 mmol) with stirring. The reaction mixture was refluxed for 16 hours. The cooled solution was concentrated under reduced pressure and purified by column chromatography to yield 15.2 g (90%) of clear oil. 1H NMR (CDCl3): δ 2.0 (m, 2H), 2.3 (m, 2H), 2.5 (m, 1H), 2.6 (m 2H), 3.6 (s, 2H), 4.9 (s, 2H), 5.0 (m, 2H), 7.2-7.5 ... Starting materials: FC(C(F)(F)F)(F)[Si](C)(C)C (pentafluoroethyl-trimethylsilane), IC1=CC=C(C=C1)OC (4-iodo-anisol), FC(C(F)(F)F)(F)[Si](C)(C)C (pentafluoroethyl-trimethylsilane), [F-].[K+] (potassium fluoride), N (ammonia). Reagents/catalysts: [Cu](I)I (copper iodide). Solvent: CN(C=O)C (N,N-dimethylformamide). Run at temperature 80 celsius, time 8 hour. The product is COC1=CC=C(C=C1)C(C(F)(F)F)(F)F (1-methoxy-4-pentafluoroethyl-benzene). Reaction SMILES: I[C:2]1[CH:7]=[CH:6][C:5]([O:8][CH3:9])=[CH:4][CH:3]=1.[F:10][C:11]([Si](C)(C)C)([F:16])[C:12]([F:15])([F:14])[F:13].[F-].[K+].N>[Cu](I)I.CN(C)C=O>[CH3:9][O:8][C:5]1[CH:6]=[CH:7][C:2]([C:11]([F:16])([F:10])[C:12]([F:15])([F:14])[F:13])=[CH:3][CH:4]=1 |f:2.3|. Procedure details: A mixture of 2.00 g 4-iodo-anisol, 2.00 g pentafluoroethyl-trimethylsilane, 0.60 g potassium fluoride, 2.43 g copper iodide and 15 ml N,N-dimethylformamide is stirred overnight at 80° C. Then the mixture is stirred for a further 36 h at 80° C., while a further 2.00 g pentafluoroethyl-trimethylsilane are added after 4 h, 12 h and 24 h. After cooling to ambient temperature 2 M aqueous ammonia solution is added and the mixture is filtered. The filtrate is extracted with ethyl acetate, and the combi... Starting materials: COC=1C=C(C=O)C=CC1OCCOC (3-methoxy-4-(2-methoxy-ethoxy)-benzaldehyde), S1C(=S)NC(=O)C1 (rhodanine), CC(=O)[O-].[Na+] (NaOAc), CC(=O)O (HOAc). The solvent is O (water). Conditions: temperature 90 celsius. Product: COC=1C=C(C=CC1OCCOC)C=C1C(NC(S1)=S)=O (5-[1-[3-methoxy-4-(2-methoxy-ethoxy)-phenyl]-methylidene]-2-thioxothiazolidin-4-one). The yield is 71.1%. As a reaction SMILES: [CH3:1][O:2][C:3]1[CH:4]=[C:5]([CH:8]=[CH:9][C:10]=1[O:11][CH2:12][CH2:13][O:14][CH3:15])[CH:6]=O.[S:16]1[CH2:22][C:20](=[O:21])[NH:19][C:17]1=[S:18].CC([O-])=O.[Na+].CC(O)=O>O>[CH3:1][O:2][C:3]1[CH:4]=[C:5]([CH:6]=[C:22]2[S:16][C:17](=[S:18])[NH:19][C:20]2=[O:21])[CH:8]=[CH:9][C:10]=1[O:11][CH2:12][CH2:13][O:14][CH3:15] |f:2.3|. Reported procedure: To a N2-purged flask was added 3-methoxy-4-(2-methoxy-ethoxy)-benzaldehyde from Step A (162 mg, 771 mmol), rhodanine (103 mg, 1 equiv), NaOAc (190 mg, 2.31 mmol) and HOAc (3 mL). The mixture was stirred and heated at 90° C. for 14 h under a condenser, resulting in a yellow precipitate. The reaction mixture was diluted with water (100 mL) and the solid precipitate was filtered in a Buchner funnel. The solid was washed with water, washed with hexane, and dried under high vacuum to yield the interm... Product: O1C(=CC=C1)C1=CC(=NO1)N (5-furan-2-yl-isoxazol-3-ylamine). As a reaction SMILES: [O:1]1[CH:5]=[CH:4][CH:3]=[C:2]1[C:6]1[O:10][N:9]=[C:8](C(O)=O)[CH:7]=1.C1C=CC(P([N:28]=[N+]=[N-])(C2C=CC=CC=2)=O)=CC=1.O>C1C=CC=CC=1>[O:1]1[CH:5]=[CH:4][CH:3]=[C:2]1[C:6]1[O:10][N:9]=[C:8]([NH2:28])[CH:7]=1. The solvent is C1=CC=CC=C1 (benzene). Yield: 40.0%. Reactants: O (water), O1C(=CC=C1)C1=CC(=NO1)C(=O)O (5-furan-2-yl-isoxazole-3-carboxylic acid), TEA, C=1C=CC(=CC1)P(=O)(C=2C=CC=CC2)N=[N+]=[N-] (DPPA). Procedure: To a solution of 2.0 g of 5-furan-2-yl-isoxazole-3-carboxylic acid and 6.2 mL of TEA in benzene was added 3.61 mL of DPPA at room temperature. After refluxing for 1.5 hrs, 30 mL of distilled water was added and then the resulting solution was refluxed for an additional 30 min. The reaction solution was concentrated under reduced pressure, and the concentrate was purified by column chromatography on silica gel to obtain 0.6 g of 5-furan-2-yl-isoxazol-3-ylamine (Yield: 40%). Reactants: Cl.Cl.ONC(=NCCSCC1=C(N=CN1)C)NC (N-Hydroxy-N'-methyl-N"-[2-((4-methyl-5-imidazolyl)methylthio)ethyl]guanidine dihydrochloride), O(C1=CC=CC=C1)N (phenoxyamine), Cl.Cl.Cl.ON(C(=NCCSCC1=C(N=CN1)C)N)CCSCC1=C(N=CN1)C (N-Hydroxy-N,N"-bis[2-((4-methyl-5-imidazolyl)methylthio)ethyl]guanidine trihydrochloride). Reported procedure: Reaction of the isothiourea dihydrochloride produced by Example 1 (i) with phenoxyamine by the procedure of Example 1 (ii) gave the title product. RXN SMILES: [ClH:1].Cl.[OH:3][NH:4][C:5]([NH:17][CH3:18])=[N:6][CH2:7][CH2:8][S:9][CH2:10][C:11]1[NH:15][CH:14]=[N:13][C:12]=1[CH3:16].O(N)[C:20]1[CH:25]=[CH:24][CH:23]=[CH:22][CH:21]=1.Cl.Cl.Cl.ON(CCSCC1NC=NC=1C)C(N)=NCCSCC1NC=NC=1C>>[ClH:1].[ClH:1].[CH3:18][NH:17][C:5]([NH:4][O:3][C:20]1[CH:25]=[CH:24][CH:23]=[CH:22][CH:21]=1)=[N:6][CH2:7][CH2:8][S:9][CH2:10][C:11]1[NH:15][CH:14]=[N:13][C:12]=1[CH3:16] |f:0.1.2,4.5.6.7,8.9.10|. Product: Cl.Cl.CNC(=NCCSCC1=C(N=CN1)C)NOC1=CC=CC=C1 (N-Methyl-N'-phenoxy-N"-[2-((4-methyl-5-imidazolyl)methylthio)ethyl]guanidine dihydrochloride).